From a dataset of the Open Reaction Database (ORD), a public repository of structured organic reaction records. describe an organic reaction: reactants, conditions, products, and yield The reactants are CC(C)Oc1ccc(C(C)NC(=O)C2CC2c2ccccc2)cn1, CC(N)c1ccc(Cl)nc1. Yields the product CC(NC(=O)C1CC1c1ccccc1)c1ccc(Cl)nc1. As a reaction SMILES: [CH:1]([O:2][c:5]1[cH:6][cH:7][c:8]([CH:11]([CH3:12])[NH:13][C:14](=[O:15])[CH:16]2[CH:17]([c:19]3[cH:20][cH:21][cH:22][cH:23][cH:24]3)[CH2:18]2)[cH:9][n:10]1)([CH3:3])[CH3:4].[Cl:25][c:26]1[n:27][cH:28][c:29]([CH:30]([NH2:31])[CH3:32])[cH:33][cH:34]1>>[c:5]1([Cl:25])[cH:6][cH:7][c:8]([CH:11]([CH3:12])[NH:13][C:14](=[O:15])[CH:16]2[CH:17]([c:19]3[cH:20][cH:21][cH:22][cH:23][cH:24]3)[CH2:18]2)[cH:9][n:10]1.